From a dataset of the Open Reaction Database (ORD), a public repository of structured organic reaction records. describe an organic reaction: reactants, conditions, products, and yield As a reaction SMILES: [C:10]([C:11](=[O:12])[CH3:13])(=[O:14])[O:15][CH:16]([CH3:17])[CH3:18].[NH2:1][c:2]1[cH:3][cH:4][c:5]([Cl:6])[c:7]([Cl:8])[cH:9]1>>[NH:1]([c:2]1[cH:3][cH:4][c:5]([Cl:6])[c:7]([Cl:8])[cH:9]1)[CH:11]([C:10](=[O:14])[O:15][CH:16]([CH3:17])[CH3:18])[CH3:13]. Product: CC(C)OC(=O)C(C)Nc1ccc(Cl)c(Cl)c1. Starting materials: CC(=O)C(=O)OC(C)C, Nc1ccc(Cl)c(Cl)c1. Reactants: C([O-])([O-])=O.[K+].[K+] (Potassium carbonate), C(C)#N (acetonitrile), OC1=CC=C(C(=O)N)C=C1 (4-hydroxybenzamide), Cl.ClCCN1CCOCC1 (4-(2-chloroethyl)morpholine hydrochloride). The solvent is CN(C=O)C (dimethylformamide). Run at time 30 minute. The product is N1(CCOCC1)CCOC1=CC=C(C(=O)N)C=C1 (4-(2-Morpholin-4-ylethoxy)benzamide). The yield is 23.8%. As a reaction SMILES: C(=O)([O-])[O-].[K+].[K+].C(#N)C.[OH:10][C:11]1[CH:19]=[CH:18][C:14]([C:15]([NH2:17])=[O:16])=[CH:13][CH:12]=1.Cl.Cl[CH2:22][CH2:23][N:24]1[CH2:29][CH2:28][O:27][CH2:26][CH2:25]1>CN(C)C=O>[N:24]1([CH2:23][CH2:22][O:10][C:11]2[CH:19]=[CH:18][C:14]([C:15]([NH2:17])=[O:16])=[CH:13][CH:12]=2)[CH2:29][CH2:28][O:27][CH2:26][CH2:25]1 |f:0.1.2,5.6|. Reported procedure: Potassium carbonate (15.1 g, 109 mmol, 3 eq.), acetonitrile (73 mL) and then 4-hydroxybenzamide (5 g, 36.5 mmol, 1 eq.) are placed in a 250 mL round-bottomed flask. The suspension is stirred for 30 minutes, followed by addition of 4-(2-chloroethyl)morpholine hydrochloride (8.82 g, 47 mmol, 1.3 eq.). 10 mL of dimethylformamide are added to this suspension, and the mixture is then stirred at a temperature in the region of 40° C. for 16 hours. The solvent is then evaporated off and the residue is d... The reactants are BrCc1ccccc1, COCOc1cc(CO)c(Br)c(OCOC)c1, CO, CN(C)C=O, O. Yields the product COCOc1cc(COCc2ccccc2)c(Br)c(OCOC)c1. Reaction SMILES: [Br:18][CH2:19][c:20]1[cH:21][cH:22][cH:23][cH:24][cH:25]1.[Br:1][c:2]1[c:3]([CH2:16][OH:17])[cH:4][c:5]([O:12][CH2:13][O:14][CH3:15])[cH:6][c:7]1[O:8][CH2:9][O:10][CH3:11].[CH3:26][OH:27].[CH3:29][N:30]([CH3:31])[CH:32]=[O:33].[OH2:28]>>[Br:1][c:2]1[c:3]([CH2:16][O:17][CH2:19][c:20]2[cH:21][cH:22][cH:23][cH:24][cH:25]2)[cH:4][c:5]([O:12][CH2:13][O:14][CH3:15])[cH:6][c:7]1[O:8][CH2:9][O:10][CH3:11].